From a dataset of the Open Reaction Database (ORD), a public repository of structured organic reaction records. describe an organic reaction: reactants, conditions, products, and yield Reactants: BrB(Br)Br, CO, CCCN(C(=O)c1cc(Cl)cc(OC)c1)c1cc(F)cc(F)c1, ClCCl. The product is CCCN(C(=O)c1cc(O)cc(Cl)c1)c1cc(F)cc(F)c1. RXN SMILES: [B:24]([Br:25])([Br:26])[Br:27].[CH3:28][OH:29].[Cl:1][c:2]1[cH:3][c:4]([C:5](=[O:6])[N:7]([CH2:8][CH2:9][CH3:10])[c:11]2[cH:12][c:13]([F:18])[cH:14][c:15]([F:17])[cH:16]2)[cH:19][c:20]([O:22][CH3:23])[cH:21]1.[Cl:30][CH2:31][Cl:32]>>[Cl:1][c:2]1[cH:3][c:4]([C:5](=[O:6])[N:7]([CH2:8][CH2:9][CH3:10])[c:11]2[cH:12][c:13]([F:18])[cH:14][c:15]([F:17])[cH:16]2)[cH:19][c:20]([OH:22])[cH:21]1.